From a dataset of the Open Reaction Database (ORD), a public repository of structured organic reaction records. describe an organic reaction: reactants, conditions, products, and yield Conditions: time 12 hour. Reaction SMILES: [OH:1][C:2]1(C(OCC)=O)[CH2:11][CH2:10][C:9]([CH3:13])([CH3:12])[C:8]2[C:7](C)=[C:6]([C:15]#[C:16][C:17]3[CH:31]=[CH:30][C:20]([C:21]([O:23]CC[Si](C)(C)C)=[O:22])=[CH:19][CH:18]=3)[CH:5]=[CH:4][C:3]1=2.[F-].C([N+](CC[CH2:53][CH3:54])(CCCC)CCCC)CCC>C1COCC1>[OH:1][C:2]1([CH2:20][C:21]([O:23][CH2:53][CH3:54])=[O:22])[CH2:11][CH2:10][C:9]([CH3:12])([CH3:13])[C:8]2[CH:7]=[C:6]([C:15]#[C:16][C:17]3[CH:18]=[CH:19][C:20]([C:21]([OH:23])=[O:22])=[CH:30][CH:31]=3)[CH:5]=[CH:4][C:3]1=2 |f:1.2|. Yields the product OC1(C=2C=CC(=CC2C(CC1)(C)C)C#CC1=CC=C(C(=O)O)C=C1)CC(=O)OCC (4-[(5,6,7,8-tetrahydro-5-hydroxy-8,8-dimethyl-5-carboethoxymethylnaphth-2-yl)ethynyl]benzoic acid). The reactants are OC1(C=2C=CC(=C(C2C(CC1)(C)C)C)C#CC1=CC=C(C(=O)OCC[Si](C)(C)C)C=C1)C(=O)OCC (trimethylsilylethyl 4-[(5,6,7,8-tetrahydro-5-hydroxy-8,8-dimethyl-5-carboethoxy-methylnaphth-2-yl)ethynyl]benzoate), OC1(C=2C=CC(=C(C2C(CC1)(C)C)C)C#CC1=CC=C(C(=O)OCC[Si](C)(C)C)C=C1)C(=O)OCC (trimethylsilylethyl 4-[(5,6,7,8-tetrahydro-5-hydroxy-8,8-dimethyl-5-carboethoxy-methylnaphth-2-yl)ethynyl]benzoate), [F-].C(CCC)[N+](CCCC)(CCCC)CCCC (tetrabutyl ammonium fluoride). Solvent: C1CCOC1 (THF). Reported procedure: To a solution of 0.25 g (0.49 mmol) of trimethylsilylethyl 4-[(5,6,7,8-tetrahydro-5-hydroxy-8,8-dimethyl-5-carboethoxy-methylnaphth-2-yl)ethynyl]benzoate (Compound 117) in 5 ml of dry THF (flushed with argon) was added 1.48 ml (1.5 mmol) of tetrabutyl ammonium fluoride (1M solution in THF). The reaction mixture was stirred at room temperature for 12 hours, concentrated in vacuo to an oil and slowly diluted with water. The solution was acidified to pH 4 with 10% HCl and extracted with Et2O. The o...